From a dataset of the Open Reaction Database (ORD), a public repository of structured organic reaction records. describe an organic reaction: reactants, conditions, products, and yield Conditions: time 8 hour. RXN SMILES: [F:1][C:2]1[CH:7]=[CH:6][CH:5]=[C:4]([F:8])[C:3]=1[CH2:9][C@H:10]([NH:23]C(=O)OC(C)(C)C)[CH2:11][N:12]1[C:20](=[O:21])[C:19]2[C:14](=[CH:15][CH:16]=[CH:17][CH:18]=2)[C:13]1=[O:22].Cl.O1CCOCC1>C(Cl)(Cl)Cl.CO>[NH2:23][C@@H:10]([CH2:9][C:3]1[C:2]([F:1])=[CH:7][CH:6]=[CH:5][C:4]=1[F:8])[CH2:11][N:12]1[C:13](=[O:22])[C:14]2[C:19](=[CH:18][CH:17]=[CH:16][CH:15]=2)[C:20]1=[O:21] |f:1.2|. Reported procedure: In a 200 mL round-bottomed flask was added 1,1-dimethylethyl {(1S)-2-(2,6-difluorophenyl)-1-[(1,3-dioxo-1,3-dihydro-2H-isoindol-2-yl)methyl]ethyl}carbamate (2.72 g, 6.40 mmol) in Chloroform (75 ml) and Methanol (10 ml). HCl/1,4-Dioxane (40.0 ml, 160 mmol) was added and the mixture stirred overnight. The solvents were removed affording the title compound (2.4 g, quant.) as the HCl salt: LC-MS (ES) m/z=317 (M+H)+. Product: N[C@H](CN1C(C2=CC=CC=C2C1=O)=O)CC1=C(C=CC=C1F)F (2-[(2S)-2-amino-3-(2,6-difluorophenyl)propyl]-1H-isoindole-1,3(2H)-dione). Yield: 118.6%. The solvent is C(Cl)(Cl)Cl (Chloroform), CO (Methanol). Starting materials: FC1=C(C(=CC=C1)F)C[C@@H](CN1C(C2=CC=CC=C2C1=O)=O)NC(OC(C)(C)C)=O (1,1-dimethylethyl {(1S)-2-(2,6-difluorophenyl)-1-[(1,3-dioxo-1,3-dihydro-2H-isoindol-2-yl)methyl]ethyl}carbamate), Cl.O1CCOCC1 (HCl 1,4-Dioxane). Reactants: CC(C)COC(=O)C(C)N, O=C(O)Cc1cccc(Cl)c1. The product is CC(C)COC(=O)C(C)NC(=O)Cc1cccc(Cl)c1. RXN SMILES: [CH2:12]([CH:13]([CH3:14])[CH3:15])[O:16][C:17]([CH:18]([NH2:19])[CH3:20])=[O:21].[Cl:1][c:2]1[cH:3][c:4]([CH2:8][C:9](=[O:10])[OH:11])[cH:5][cH:6][cH:7]1>>[Cl:1][c:2]1[cH:3][c:4]([CH2:8][C:9](=[O:11])[NH:19][CH:18]([C:17]([O:16][CH2:12][CH:13]([CH3:14])[CH3:15])=[O:21])[CH3:20])[cH:5][cH:6][cH:7]1. Starting materials: O (water), C(C)(=O)N1CCC(CC1)C(C1=C(C=CC(=C1)F)F)=O (1-acetyl-4-(2,5-difluorobenzoyl)piperidine), BrBr (bromine). Solvent: C(C)(=O)OCC (ethyl acetate), C(C)(=O)O (acetic acid), C(C)(=O)O (acetic acid). Reaction conditions: time 12.5 minute. Product: C(C)(=O)N1CCC(CC1)(Br)C(C1=C(C=CC(=C1)F)F)=O (1-Acetyl-4-(2,5-difluorobenzoyl)-4-bromopiperidine). RXN SMILES: [C:1]([N:4]1[CH2:9][CH2:8][CH:7]([C:10](=[O:19])[C:11]2[CH:16]=[C:15]([F:17])[CH:14]=[CH:13][C:12]=2[F:18])[CH2:6][CH2:5]1)(=[O:3])[CH3:2].[Br:20]Br.O>C(O)(=O)C.C(OCC)(=O)C>[C:1]([N:4]1[CH2:9][CH2:8][C:7]([C:10](=[O:19])[C:11]2[CH:16]=[C:15]([F:17])[CH:14]=[CH:13][C:12]=2[F:18])([Br:20])[CH2:6][CH2:5]1)(=[O:3])[CH3:2]. Procedure: To a stirred solution of 11.2 g of 1-acetyl-4-(2,5-difluorobenzoyl)piperidine in 225 ml of glacial acetic acid was added dropwise over 0.5 hr a solution of 13.5 ml (42.1 g) of bromine in 115 ml of glacial acetic acid at a rate such that the temperature remained between 10°-12° C. The mixture was stirred for an additional 10-15 mins, poured into water, extracted twice with ethyl acetate, and the solvent evaporated to provide an oil. The oil was dissolved in ethyl acetate, washed with saturated so...